From a dataset of the Open Reaction Database (ORD), a public repository of structured organic reaction records. describe an organic reaction: reactants, conditions, products, and yield Starting materials: CC1=CNC2=CC(=CC=C12)OCCC1=C(N=C(S1)C1=CC=C(C=C1)C(F)(F)F)C (3-methyl-6-{2-[4-methyl-2-(4-trifluoromethyl-phenyl)-thiazol-5-yl]-ethoxy}-1H-indole), BrCC(=O)OC(C)(C)C (tert-butyl bromoacetate), [H-].[Na+] (sodium hydride). Yields the product C(C)(C)(C)OC(CN1C=C(C2=CC=C(C=C12)OCCC1=C(N=C(S1)C1=CC=C(C=C1)C(F)(F)F)C)C)=O ((3-methyl-6-{2-[4-methyl-2-(4-trifluoromethyl-phenyl)-thiazol-5-yl]-ethoxy}-indol-1-yl)-acetic acid tert-butyl ester). RXN SMILES: [CH3:1][C:2]1[C:10]2[C:5](=[CH:6][C:7]([O:11][CH2:12][CH2:13][C:14]3[S:18][C:17]([C:19]4[CH:24]=[CH:23][C:22]([C:25]([F:28])([F:27])[F:26])=[CH:21][CH:20]=4)=[N:16][C:15]=3[CH3:29])=[CH:8][CH:9]=2)[NH:4][CH:3]=1.Br[CH2:31][C:32]([O:34][C:35]([CH3:38])([CH3:37])[CH3:36])=[O:33].[H-].[Na+]>>[C:35]([O:34][C:32](=[O:33])[CH2:31][N:4]1[C:5]2[C:10](=[CH:9][CH:8]=[C:7]([O:11][CH2:12][CH2:13][C:14]3[S:18][C:17]([C:19]4[CH:24]=[CH:23][C:22]([C:25]([F:26])([F:28])[F:27])=[CH:21][CH:20]=4)=[N:16][C:15]=3[CH3:29])[CH:6]=2)[C:2]([CH3:1])=[CH:3]1)([CH3:38])([CH3:37])[CH3:36] |f:2.3|. Procedure details: In analogy to the procedure described in example 3 a], 3-methyl-6-{2-[4-methyl-2-(4-trifluoromethyl-phenyl)-thiazol-5-yl]-ethoxy}-1H-indole was reacted with tert-butyl bromoacetate in the presence of sodium hydride to obtain (3-methyl-6-{2-[4-methyl-2-(4-trifluoromethyl-phenyl)-thiazol-5-yl]-ethoxy}-indol-1-yl)-acetic acid tert-butyl ester as colorless gum. Reactants: O=C1CCC2=CC=C(C=C12)CC(=O)O (3-Oxo-5-indaneacetic acid), [OH-].[K+] (KOH), C(C1=CC=CC=C1)=O (benzaldehyde). Run in CCO (EtOH). Conditions: time 40 minute. Yields the product C(C1=CC=CC=C1)=C1CC2=CC=C(C=C2C1=O)CC(=O)O (2-Benzylidene-3-oxo-5-indaneacetic acid). As a reaction SMILES: [O:1]=[C:2]1[C:10]2[C:5](=[CH:6][CH:7]=[C:8]([CH2:11][C:12]([OH:14])=[O:13])[CH:9]=2)[CH2:4][CH2:3]1.[OH-].[K+].[CH:17](=O)[C:18]1[CH:23]=[CH:22][CH:21]=[CH:20][CH:19]=1>CCO>[CH:17](=[C:3]1[C:2](=[O:1])[C:10]2[C:5](=[CH:6][CH:7]=[C:8]([CH2:11][C:12]([OH:14])=[O:13])[CH:9]=2)[CH2:4]1)[C:18]1[CH:23]=[CH:22][CH:21]=[CH:20][CH:19]=1 |f:1.2|. Procedure details: 3-Oxo-5-indaneacetic acid (4.94 g, 0.026 mol) was added to a stirred solution of 85% KOH (3.43 g, 0.052 mol) in EtOH (73 ml) containing benzaldehyde (2.76 g, 0.026 mol) at 10° C. and stirred for 40 minutes. The potassium salt of the precipitated product was filtered off, dissolved in H2O (100 ml) was acidified with conc. HCl to give the title product, m.p. 202°-4° C. (EtOH). The reactants are [Si](C)(C)(C(C)(C)C)O[C@@H](CN[C@@H](CC=1C=C2C=C(NC2=CC1)C(=O)NCC1=C(C=CC=C1)OC)C)C1=CC(=C(C=C1)O)CO (5-[(2R)-2-({(2R)-2-{[tert-butyl(dimethyl)silyl]oxy}-2-[4-hydroxy-3-(hydroxymethyl)phenyl]ethyl}amino)propyl]-N-(2-methoxybenzyl)-1H-indole-2-carboxamide), COC1=C(CN)C(=CC=C1)OC (2,6-dimethoxybenzylamine). Procedure details: Prepared analogously to 5-[(2R)-2-({(2R)-2-{[tert-butyl(dimethyl)silyl]oxy}-2-[4-hydroxy-3-(hydroxymethyl)phenyl]ethyl}amino)propyl]-N-(2-methoxybenzyl)-1H-indole-2-carboxamide using 2,6-dimethoxybenzylamine to give the title compound as a pale yellow foam. Yields the product [Si](C)(C)(C(C)(C)C)O[C@@H](CN[C@@H](CC=1C=C2C=C(NC2=CC1)C(=O)NCC1=C(C=CC=C1OC)OC)C)C1=CC(=C(C=C1)O)CO (5-[(2R)-2-({(2R)-2-{[tert-butyl(dimethyl)silyl]oxy}-2-[4-hydroxy-3-(hydroxymethyl)phenyl]ethyl}amino)propyl]-N-(2,6-dimethoxybenzyl)-1H-indole-2-carboxamide). As a reaction SMILES: [Si:1]([O:8][C@H:9]([C:36]1[CH:41]=[CH:40][C:39]([OH:42])=[C:38]([CH2:43][OH:44])[CH:37]=1)[CH2:10][NH:11][C@H:12]([CH3:35])[CH2:13][C:14]1[CH:15]=[C:16]2[C:20](=[CH:21][CH:22]=1)[NH:19][C:18]([C:23]([NH:25][CH2:26][C:27]1[CH:32]=[CH:31][CH:30]=[CH:29][C:28]=1[O:33][CH3:34])=[O:24])=[CH:17]2)([C:4]([CH3:7])([CH3:6])[CH3:5])([CH3:3])[CH3:2].[CH3:45][O:46]C1C=CC=C(OC)C=1CN>>[Si:1]([O:8][C@H:9]([C:36]1[CH:41]=[CH:40][C:39]([OH:42])=[C:38]([CH2:43][OH:44])[CH:37]=1)[CH2:10][NH:11][C@H:12]([CH3:35])[CH2:13][C:14]1[CH:15]=[C:16]2[C:20](=[CH:21][CH:22]=1)[NH:19][C:18]([C:23]([NH:25][CH2:26][C:27]1[C:32]([O:46][CH3:45])=[CH:31][CH:30]=[CH:29][C:28]=1[O:33][CH3:34])=[O:24])=[CH:17]2)([C:4]([CH3:7])([CH3:5])[CH3:6])([CH3:3])[CH3:2]. Starting materials: O=C(O)c1ccc(Br)s1, ClCCl, Cl, CC(C)(C)OC(=O)C(C)(C)N, O, O=S(Cl)Cl. The product is CC(C)(C)OC(=O)C(C)(C)NC(=O)c1ccc(Br)s1. As a reaction SMILES: [Br:1][c:2]1[cH:3][cH:4][c:5]([C:7](=[O:8])[OH:9])[s:6]1.[Cl:27][CH2:28][Cl:29].[ClH:14].[NH2:15][C:16]([C:17](=[O:18])[O:19][C:20]([CH3:21])([CH3:22])[CH3:23])([CH3:24])[CH3:25].[OH2:26].[S:10]([Cl:11])([Cl:12])=[O:13]>>[Br:1][c:2]1[cH:3][cH:4][c:5]([C:7](=[O:9])[NH:15][C:16]([C:17](=[O:18])[O:19][C:20]([CH3:21])([CH3:22])[CH3:23])([CH3:24])[CH3:25])[s:6]1. Reactants: C1CCC2=NCCCN2CC1 (DBU), C(C)(=O)OC1=C(C=C(C2=CC=CC=C12)O)OC (1-acetyloxy-2-methoxy-4-hydroxynaphthalene), CI (methyl iodide), C1CCC2=NCCCN2CC1 (DBU). The product is C(C)(=O)OC1=C(C=C(C2=CC=CC=C12)OC)OC (1-acetyloxy-2,4-dimethoxynaphthalene). RXN SMILES: [C:1]([O:4][C:5]1[C:14]2[C:9](=[CH:10][CH:11]=[CH:12][CH:13]=2)[C:8]([OH:15])=[CH:7][C:6]=1[O:16][CH3:17])(=[O:3])[CH3:2].CI.[CH2:20]1CCN2C(=NCCC2)CC1>O1CCCC1>[C:1]([O:4][C:5]1[C:14]2[C:9](=[CH:10][CH:11]=[CH:12][CH:13]=2)[C:8]([O:15][CH3:20])=[CH:7][C:6]=1[O:16][CH3:17])(=[O:3])[CH3:2]. Solvent: O1CCCC1 (tetrahydrofuran), O1CCCC1 (tetrahydrofuran). Procedure: A solution of 1-acetyloxy-2-methoxy-4-hydroxynaphthalene (23.2 g) and methyl iodide (6.4 mL) in tetrahydrofuran (250 mL) was treated dropwise with a solution of DBU (16.5 mL) in tetrahydrofuran (50 mL). The resulting precipitate of DBU.HI was removed by filtration, and the filtrate evaporated. Recrystallization from methanol gave 1-acetyloxy-2,4-dimethoxynaphthalene, m.p. 116°-117° C. Procedure details: The title compound was prepared by reacting 5-chloro-6-(isoquinolin-3-yloxy)pyridin-3-amine (obtained as per procedure described in preparation 2) and 4-methylbenzene-1-sulfonyl chloride. RXN SMILES: [Cl:1][C:2]1[CH:3]=[C:4]([NH2:19])[CH:5]=[N:6][C:7]=1[O:8][C:9]1[N:10]=[CH:11][C:12]2[C:17]([CH:18]=1)=[CH:16][CH:15]=[CH:14][CH:13]=2.[CH3:20][C:21]1[CH:26]=[CH:25][C:24]([S:27](Cl)(=[O:29])=[O:28])=[CH:23][CH:22]=1>>[Cl:1][C:2]1[CH:3]=[C:4]([NH:19][S:27]([C:24]2[CH:25]=[CH:26][C:21]([CH3:20])=[CH:22][CH:23]=2)(=[O:29])=[O:28])[CH:5]=[N:6][C:7]=1[O:8][C:9]1[N:10]=[CH:11][C:12]2[C:17]([CH:18]=1)=[CH:16][CH:15]=[CH:14][CH:13]=2. Starting materials: ClC=1C=C(C=NC1OC=1N=CC2=CC=CC=C2C1)N (5-chloro-6-(isoquinolin-3-yloxy)pyridin-3-amine), CC1=CC=C(C=C1)S(=O)(=O)Cl (4-methylbenzene-1-sulfonyl chloride). Yields the product ClC=1C=C(C=NC1OC=1N=CC2=CC=CC=C2C1)NS(=O)(=O)C1=CC=C(C=C1)C (N-(5-Chloro-6-(isoquinolin-3-yloxy)pyridin-3-yl)-4-methylbenzenesulfonamide). Reactants: C(C=C)[C@H]1C[C@H](CCC1)O (cis-3-allylcyclohexanol), CC1=C(C(=NC=C1)N)C (dimethyl-aminopyridine), [Si](C1=CC=CC=C1)(C1=CC=CC=C1)(C(C)(C)C)Cl (tert-butyl-diphenylsilyl chloride), N1C=NC=C1 (imidazole). Solvent: CN(C=O)C (dimethylformamide), C(C)(C)(C)OC (methyl tert-butyl ether). Conditions: time 12 hour. Yields the product C(C=C)[C@H]1C[C@H](CCC1)O[Si](C1=CC=CC=C1)(C1=CC=CC=C1)C(C)(C)C ((cis-3-Allylcyclohexyloxy)-tert-butyldiphenylsilane). As a reaction SMILES: [CH2:1]([C@@H:4]1[CH2:9][CH2:8][CH2:7][C@H:6]([OH:10])[CH2:5]1)[CH:2]=[CH2:3].[Si:11](Cl)([C:24]([CH3:27])([CH3:26])[CH3:25])([C:18]1[CH:23]=[CH:22][CH:21]=[CH:20][CH:19]=1)[C:12]1[CH:17]=[CH:16][CH:15]=[CH:14][CH:13]=1.N1C=CN=C1.CC1C=CN=C(N)C=1C>CN(C)C=O.C(OC)(C)(C)C>[CH2:1]([C@@H:4]1[CH2:9][CH2:8][CH2:7][C@H:6]([O:10][Si:11]([C:24]([CH3:27])([CH3:26])[CH3:25])([C:18]2[CH:19]=[CH:20][CH:21]=[CH:22][CH:23]=2)[C:12]2[CH:17]=[CH:16][CH:15]=[CH:14][CH:13]=2)[CH2:5]1)[CH:2]=[CH2:3]. Procedure: 6.8 g of cis-3-allylcyclohexanol are, together with 15 ml of tert-butyl-diphenylsilyl chloride, 5 g of imidazole and 200 mg of dimethyl-aminopyridine, dissolved in 100 ml of dimethylformamide, and the mixture is stirred at room temperature for 12 h. 400 ml of methyl tert-butyl ether are added to the reaction mixture, and the mixture is washed three times with water. The organic phase is dried over MgSO4 and the solvent is then removed under reduced pressure. This gives 20.5 g of (cis-3-allylcycl... Starting materials: CCOC(=O)Cc1cncc(-c2ccc(C(CC)(CC)c3ccc(C=CC(O)(C(F)(F)F)C(F)(F)F)c(C)c3)cc2C)c1, CO, Cl, [Na+], [OH-], O. Yields the product CCC(CC)(c1ccc(C=CC(O)(C(F)(F)F)C(F)(F)F)c(C)c1)c1ccc(-c2cncc(CC(=O)O)c2)c(C)c1. As a reaction SMILES: [CH2:3]([CH3:4])[O:5][C:6]([CH2:7][c:8]1[cH:9][n:10][cH:11][c:12](-[c:14]2[c:15]([CH3:44])[cH:16][c:17]([C:20]([CH2:21][CH3:22])([c:23]3[cH:24][c:25]([CH3:41])[c:26]([CH:29]=[CH:30][C:31]([C:32]([F:33])([F:34])[F:35])([C:36]([F:37])([F:38])[F:39])[OH:40])[cH:27][cH:28]3)[CH2:42][CH3:43])[cH:18][cH:19]2)[cH:13]1)=[O:45].[CH3:47][OH:48].[ClH:46].[Na+:2].[OH-:1].[OH2:49]>>[O:5]=[C:6]([CH2:7][c:8]1[cH:9][n:10][cH:11][c:12](-[c:14]2[c:15]([CH3:44])[cH:16][c:17]([C:20]([CH2:21][CH3:22])([c:23]3[cH:24][c:25]([CH3:41])[c:26]([CH:29]=[CH:30][C:31]([C:32]([F:33])([F:34])[F:35])([C:36]([F:37])([F:38])[F:39])[OH:40])[cH:27][cH:28]3)[CH2:42][CH3:43])[cH:18][cH:19]2)[cH:13]1)[OH:45]. The reactants are C1(CCCCCC1)=O (cycloheptanone), BrC1=CC(=C(C=C1)C(=O)C1=CC=C(C=C1)O)F ((4-Bromo-2-fluorophenyl)(4-hydroxyphenyl)methanone), O (water), C(=O)([O-])[O-].[K+].[K+] (K2CO3). The reagents and catalysts are [Zn] (Zn), Cl[Ti](Cl)(Cl)Cl (TiCl4). Run in O1CCCC1 (tetrahydrofuran), O1CCCC1 (tetrahydrofuran). The product is 2.249, BrC1=CC(=C(C=C1)C(C1=CC=C(C=C1)O)=C1CCCCCC1)F (4-[(4-Bromo-2-fluoro-phenyl)-cycloheptylidene-methyl]-phenol). The yield is 88.0%. As a reaction SMILES: [C:1]1(=O)[CH2:7][CH2:6][CH2:5][CH2:4][CH2:3][CH2:2]1.[Br:9][C:10]1[CH:15]=[CH:14][C:13]([C:16]([C:18]2[CH:23]=[CH:22][C:21]([OH:24])=[CH:20][CH:19]=2)=O)=[C:12]([F:25])[CH:11]=1.O.C([O-])([O-])=O.[K+].[K+]>O1CCCC1.[Zn].Cl[Ti](Cl)(Cl)Cl>[Br:9][C:10]1[CH:15]=[CH:14][C:13]([C:16](=[C:1]2[CH2:7][CH2:6][CH2:5][CH2:4][CH2:3][CH2:2]2)[C:18]2[CH:23]=[CH:22][C:21]([OH:24])=[CH:20][CH:19]=2)=[C:12]([F:25])[CH:11]=1 |f:3.4.5|. Procedure details: To a slurry of Zn powder (3.4 g, 51.5 mmol) in dry tetrahydrofuran (50 mL) was slowly added TiCl4 (2.7 mL, 25.1 mmol) at RT under a nitrogen atmosphere. The reaction mixture was heated at reflux for 2.5 h. To the reaction mixture was added a solution of cycloheptanone (2.4 mL, 20.3 mmol) and (4-bromo-2-fluoro-phenyl)-(4-hydroxy-phenyl)-methanone (76) (2 g, 6.78 mmol) in dry tetrahydrofuran (50 mL). The reaction mixture was heated at reflux for 2 h. The reaction mixture was cooled to room tempera...